The task is: describe an organic reaction: reactants, conditions, products, and yield. This data is from the Open Reaction Database (ORD), a public repository of structured organic reaction records. Starting materials: CC(C)(C)OC(=O)CON1C(=O)c2ccccc2C1=O, ClCCl, NN, O. The product is CC(C)(C)OC(=O)CON. Reaction SMILES: [C:1]([CH3:2])([CH3:3])([CH3:4])[O:5][C:6](=[O:7])[CH2:8][O:9][N:10]1[C:11](=[O:12])[c:13]2[cH:14][cH:15][cH:16][cH:17][c:18]2[C:19]1=[O:20].[Cl:24][CH2:25][Cl:26].[NH2:22][NH2:23].[OH2:21]>>[C:1]([CH3:2])([CH3:3])([CH3:4])[O:5][C:6](=[O:7])[CH2:8][O:9][NH2:10]. Starting materials: CC(=O)[O-], CC(=O)[O-], CC(=O)O, [Cu+2], [K+], [K+], Cc1cc(N)n(C)n1, O=C([O-])[O-], CN(C)C=O, O=C(O)c1ccccc1I. Yields the product Cc1cc(Nc2ccccc2C(=O)O)n(C)n1. As a reaction SMILES: [C:30]([O-:31])(=[O:32])[CH3:33].[C:35]([O-:36])(=[O:37])[CH3:38].[CH3:39][C:40](=[O:41])[OH:42].[Cu+2:34].[K+:24].[K+:25].[NH2:11][c:12]1[cH:13][c:14]([CH3:18])[n:15][n:16]1[CH3:17].[O-:26][C:27]([O-:28])=[O:29].[O:19]=[CH:20][N:21]([CH3:22])[CH3:23].[OH:1][C:2](=[O:3])[c:4]1[cH:5][cH:6][cH:7][cH:8][c:9]1[I:10]>>[OH:1][C:2](=[O:3])[c:4]1[cH:5][cH:6][cH:7][cH:8][c:9]1[NH:11][c:12]1[cH:13][c:14]([CH3:18])[n:15][n:16]1[CH3:17].